From a dataset of the Open Reaction Database (ORD), a public repository of structured organic reaction records. describe an organic reaction: reactants, conditions, products, and yield Starting materials: COCCOC=1C=CC2=C(C1)C1(C(NC3=CC=CC=C13)=O)CO2 (5-(2-methoxyethoxy)spiro[1-benzofuran-3,3′-indol]-2′(1′H)-one), ClCC=1C=NC(=NC1)OC (5-(chloromethyl)-2-methoxypyrimidine), N1C(C2(C3=CC=CC=C13)C1=C(OC2)C=C2OCCC2=C1)=O (5,6-dihydrospiro[benzo[1,2-b:5,4-b′]difuran-3,3′-indol]-2′(1′H)-one), Br.BrCC1=NC=CC=C1 (2-(bromomethyl)pyridine hydrobromide). The product is COCCOC=1C=CC2=C(C1)C1(C(N(C3=CC=CC=C13)CC1=NC=CC=C1)=O)CO2 (5-(2-methoxyethoxy)-1′-(pyridin-2-ylmethyl)spiro[1-benzofuran-3,3′-indol]-2′(1′H)-one). Reaction SMILES: [CH3:1][O:2][CH2:3][CH2:4][O:5][C:6]1[CH:7]=[CH:8][C:9]2[O:23][CH2:22][C:12]3([C:20]4[C:15](=[CH:16][CH:17]=[CH:18][CH:19]=4)[NH:14][C:13]3=[O:21])[C:10]=2[CH:11]=1.[NH:24]1[C:32]2[C:27](=CC=C[CH:31]=2)[C:26]2(COC3C=C4C(=[CH:43][C:33]2=3)CCO4)C1=O.Br.BrCC1C=CC=CN=1.ClCC1C=NC(OC)=NC=1>>[CH3:1][O:2][CH2:3][CH2:4][O:5][C:6]1[CH:7]=[CH:8][C:9]2[O:23][CH2:22][C:12]3([C:20]4[C:15](=[CH:16][CH:17]=[CH:18][CH:19]=4)[N:14]([CH2:31][C:32]4[CH:27]=[CH:26][CH:33]=[CH:43][N:24]=4)[C:13]3=[O:21])[C:10]=2[CH:11]=1 |f:2.3|. Procedure details: Following the procedure as described in EXAMPLE 5 and making non-critical variations using 5-(2-methoxyethoxy)spiro[1-benzofuran-3,3′-indol]-2′(1′H)-one to replace 5,6-dihydrospiro[benzo[1,2-b:5,4-b′]difuran-3,3′-indol]-2′(1′H)-one, and 2-(bromomethyl)pyridine hydrobromide to replace 5-(chloromethyl)-2-methoxypyrimidine, 5-(2-methoxyethoxy)-1′-(pyridin-2-ylmethyl)spiro[1-benzofuran-3,3′-indol]-2′(1′H)-one was obtained (65%): mp 140-142° C.; 1H NMR (300 MHz, CDCl3) δ8.57 (d, J=4.8 Hz, 1H), 7.65 (... Starting materials: COCCOC (DME), FC(C1=CC=C(C=N1)B(O)O)(F)F (6-(trifluoromethyl)pyridin-3-ylboronic acid), ClC1=CC=C(C(=N1)C)OC (6-chloro-3-methoxy-2-methylpyridine), C(=O)([O-])[O-].[K+].[K+] (K2CO3). Reagents/catalysts: Cl[Pd]([P](C1=CC=CC=C1)(C2=CC=CC=C2)C3=CC=CC=C3)([P](C4=CC=CC=C4)(C5=CC=CC=C5)C6=CC=CC=C6)Cl (bis(triphenylphosphine)palladium(II) chloride). Solvent: C(C)O (ethanol), O (water), CCOC(=O)C (EtOAc). Run at temperature 120 celsius. Product: COC=1C=CC(=NC1C)C=1C=NC(=CC1)C(F)(F)F (5-methoxy-6-methyl-6′-(trifluoromethyl)-2,3′-bipyridine). The yield is 186.1%. As a reaction SMILES: [F:1][C:2]([F:13])([F:12])[C:3]1[N:8]=[CH:7][C:6](B(O)O)=[CH:5][CH:4]=1.Cl[C:15]1[N:20]=[C:19]([CH3:21])[C:18]([O:22][CH3:23])=[CH:17][CH:16]=1.C([O-])([O-])=O.[K+].[K+].COCCOC>Cl[Pd](Cl)([P](C1C=CC=CC=1)(C1C=CC=CC=1)C1C=CC=CC=1)[P](C1C=CC=CC=1)(C1C=CC=CC=1)C1C=CC=CC=1.CCOC(C)=O.C(O)C.O>[CH3:23][O:22][C:18]1[CH:17]=[CH:16][C:15]([C:6]2[CH:7]=[N:8][C:3]([C:2]([F:13])([F:12])[F:1])=[CH:4][CH:5]=2)=[N:20][C:19]=1[CH3:21] |f:2.3.4,^1:38,57|. Reported procedure: A 20 mL microwave vial was charged with 6-(trifluoromethyl)pyridin-3-ylboronic acid (666 mg, 3.49 mmol), 6-chloro-3-methoxy-2-methylpyridine (500 mg, 3.17 mmol), bis(triphenylphosphine)palladium(II) chloride (111 mg, 0.159 mmol), and K2CO3 (877 mg, 6.35 mmol), followed by the addition of DME (9.0 mL), water (3.86 mL) and ethanol (2.57 mL). The mixture was heated on the microwave at 120° C. for 10 minutes. To the reaction mixture was added 200 mL EtOAc, and washed with 200 mL water and 200 mL bri... Starting materials: BrCCCCBr, Cc1cccc(-c2[nH]c(Cc3cccc(N)c3)nc2-c2ccc3ncccc3c2)n1, CN(C)C=O, O. The product is Cc1cccc(-c2[nH]c(Cc3cccc(N4CCCC4)c3)nc2-c2ccc3ncccc3c2)n1. As a reaction SMILES: [Br:31][CH2:32][CH2:33][CH2:34][CH2:35][Br:36].[CH3:1][c:2]1[cH:3][cH:4][cH:5][c:6](-[c:8]2[c:9](-[c:21]3[cH:22][c:23]4[cH:24][cH:25][cH:26][n:27][c:28]4[cH:29][cH:30]3)[n:10][c:11]([CH2:13][c:14]3[cH:15][c:16]([NH2:17])[cH:18][cH:19][cH:20]3)[nH:12]2)[n:7]1.[O:38]=[CH:39][N:40]([CH3:41])[CH3:42].[OH2:37]>>[CH3:1][c:2]1[cH:3][cH:4][cH:5][c:6](-[c:8]2[c:9](-[c:21]3[cH:22][c:23]4[cH:24][cH:25][cH:26][n:27][c:28]4[cH:29][cH:30]3)[n:10][c:11]([CH2:13][c:14]3[cH:15][c:16]([N:17]4[CH2:32][CH2:33][CH2:34][CH2:35]4)[cH:18][cH:19][cH:20]3)[nH:12]2)[n:7]1. Yields the product C(#N)C1=CC=C(C=C1)C=1C(=NC=C(C(=O)N[C@H]2[C@@H](CCCC2)O)C1)OCC1CC1 (5-(4-Cyano-phenyl)-6-cyclopropylmethoxy-N-((trans)-2-hydroxy-cyclohexyl)-nicotinamide). Reported procedure: The title compound was synthesized in analogy to the procedure described for the preparation of Example 31, using 5-bromo-6-cyclopropylmethoxy-N-(trans-2-hydroxy-cyclohexyl)-nicotinamide and 4-cyanophenylboronic acid (commercially available) as starting materials. MS (ISP): 392.2 (M+H)+. Reaction SMILES: Br[C:2]1[C:3]([O:18][CH2:19][CH:20]2[CH2:22][CH2:21]2)=[N:4][CH:5]=[C:6]([CH:17]=1)[C:7]([NH:9][C@@H:10]1[CH2:15][CH2:14][CH2:13][CH2:12][C@H:11]1[OH:16])=[O:8].[C:23]([C:25]1[CH:30]=[CH:29][C:28](B(O)O)=[CH:27][CH:26]=1)#[N:24]>>[C:23]([C:25]1[CH:30]=[CH:29][C:28]([C:2]2[C:3]([O:18][CH2:19][CH:20]3[CH2:22][CH2:21]3)=[N:4][CH:5]=[C:6]([CH:17]=2)[C:7]([NH:9][C@@H:10]2[CH2:15][CH2:14][CH2:13][CH2:12][C@H:11]2[OH:16])=[O:8])=[CH:27][CH:26]=1)#[N:24]. Reactants: BrC=1C(=NC=C(C(=O)N[C@H]2[C@@H](CCCC2)O)C1)OCC1CC1 (5-bromo-6-cyclopropylmethoxy-N-(trans-2-hydroxy-cyclohexyl)-nicotinamide), C(#N)C1=CC=C(C=C1)B(O)O (4-cyanophenylboronic acid).